describe an organic reaction: reactants, conditions, products, and yield From a dataset of the Open Reaction Database (ORD), a public repository of structured organic reaction records. Starting materials: CC(C)(C)OC(=O)N1CCC(CCOS(C)(=O)=O)(c2ccccc2)C1, CCOCCn1c(NC2CCNCC2)nc2ccccc21, CC#N, CCN(C(C)C)C(C)C. The product is CCOCCn1c(NC2CCN(CCC3(c4ccccc4)CCN(C(=O)OC(C)(C)C)C3)CC2)nc2ccccc21. As a reaction SMILES: [C:1]([CH3:2])([CH3:3])([CH3:4])[O:5][C:6](=[O:7])[N:8]1[CH2:9][C:10]([CH2:13][CH2:14][O:15][S:16]([CH3:17])(=[O:18])=[O:19])([c:20]2[cH:21][cH:22][cH:23][cH:24][cH:25]2)[CH2:11][CH2:12]1.[CH2:26]([CH3:27])[O:28][CH2:29][CH2:30][n:31]1[c:32]([NH:40][CH:41]2[CH2:42][CH2:43][NH:44][CH2:45][CH2:46]2)[n:33][c:34]2[c:35]1[cH:36][cH:37][cH:38][cH:39]2.[CH3:56][C:57]#[N:58].[CH:47]([N:48]([CH2:49][CH3:50])[CH:51]([CH3:52])[CH3:53])([CH3:54])[CH3:55]>>[C:1]([CH3:2])([CH3:3])([CH3:4])[O:5][C:6](=[O:7])[N:8]1[CH2:9][C:10]([CH2:13][CH2:14][N:44]2[CH2:43][CH2:42][CH:41]([NH:40][c:32]3[n:31]([CH2:30][CH2:29][O:28][CH2:26][CH3:27])[c:35]4[c:34]([n:33]3)[cH:39][cH:38][cH:37][cH:36]4)[CH2:46][CH2:45]2)([c:20]2[cH:21][cH:22][cH:23][cH:24][cH:25]2)[CH2:11][CH2:12]1. Starting materials: [Na] (sodium), C(C)(C)(C)OC(=O)N1C2C(=CC1CC2)S(=O)(=O)C2=CC=C(C=C2)C (7-tert-Butoxycarbonyl-2-p-tolylsulfonyl-7-azabicyclo[2.2.1]-hepta-2-ene), C(C)(=O)OCC (ethyl acetate), amalgam, NaH2PO4, Na2HPO4, C(C)(C)(C)O (tert-butanol). Reagents/catalysts: [Hg] (mercury). Solvent: C(C)(C)(C)O.C(C)(=O)OCC (tert-butanol ethyl acetate). Reaction conditions: time 24 hour. Yields the product Na amalgam, C(C)(C)(C)OC(=O)N1C2C=CC1CC2 (7-tert-Butoxycarbonyl-7-azabicyclo[2.2.1]hept-2-ene). Yield: 45.0%. Reaction SMILES: [Na].C(O)(C)(C)C.C(OCC)(=O)C.[C:13]([O:17][C:18]([N:20]1[CH:24]2[CH2:25][CH2:26][CH:21]1[C:22](S(C1C=CC(C)=CC=1)(=O)=O)=[CH:23]2)=[O:19])([CH3:16])([CH3:15])[CH3:14]>[Hg].C(O)(C)(C)C.C(OCC)(=O)C>[C:13]([O:17][C:18]([N:20]1[CH:24]2[CH2:25][CH2:26][CH:21]1[CH:22]=[CH:23]2)=[O:19])([CH3:16])([CH3:14])[CH3:15] |f:5.6,^1:0|. Procedure: A 2.5% Na amalgam was prepared by adding sodium (15.1 g, 657 mmol) slices to mercury (56 mL, 3.77 mol). This amalgam was added in portions to a vigorously stirring solution of NaH2PO4 (24.4 g, 203 mmol) and Na2HPO4 (28.9 g, 203 mmol) in a 1:1 tert-butanol:ethyl acetate mixture (100 mL). A solution of 7-tert-Butoxycarbonyl-2-p-tolylsulfonyl-7-azabicyclo[2.2.1]-hepta-2-ene (14.22 g, 40.7 mmol) in a 1:1 tert-butanol-ethyl acetate mixture (200 mL) was added to the stirring mixture at 0° C. After sti... Reactants: C=1C=CC2=C(C1)CC(=O)C=3C=CC=CC3N2C(=O)N (oxcarbazepine), [OH-].[Na+] (NaOH), [BH4-].[Na+] (sodium borohydride), Cl (HCl). The solvent is ClCCl (Dichloromethane). Conditions: time 2 hour. The product is C=1C=CC2=C(C1)C[C@@H](C=3C=CC=CC3N2C(=O)N)O (Eslicarbazepine). The yield is 91.0%. Reaction SMILES: [CH:1]1[CH:2]=[CH:3][C:4]2[N:16]([C:17]([NH2:19])=[O:18])[C:15]3[CH:14]=[CH:13][CH:12]=[CH:11][C:10]=3[C:8](=[O:9])[CH2:7][C:5]=2[CH:6]=1.[BH4-].[Na+].Cl.[OH-].[Na+]>ClCCl>[CH:1]1[CH:2]=[CH:3][C:4]2[N:16]([C:17]([NH2:19])=[O:18])[C:15]3[CH:14]=[CH:13][CH:12]=[CH:11][C:10]=3[C@@H:8]([OH:9])[CH2:7][C:5]=2[CH:6]=1 |f:1.2,4.5|. Reported procedure: A solution of phenyl boronic acid (19.4 gm), D-(−)-tartaric acid (23.8 gm), calcium hydride (13.3 gm) in acetonitrile (300 mL) was heated to about 80-85° C. for about 1 hr. The reaction mass was cooled to 25-30° C. (‘Solution X’). A solution of oxcarbazepine (20 gm) in acetonitrile (100 mL) was prepared separately. ‘Solution X’ obtained above was added to the solution of oxcarbazepine followed by stirring the reaction mass for about 2 hrs. To the resulting solution sodium borohydride (4.5 gm) wa... Reactants: CNCCO (2-(Methylamino)ethanol), ClC1=C(C=C(C=C1)C(F)(F)F)[N+](=O)[O-] (4-chloro-3-nitrobenzotrifluoride), [Cl-].[NH4+] (ammonium chloride). Solvent: CN(C=O)C (N,N-dimethylformamide). Reaction conditions: time 1 hour. Product: CN(CCO)C1=C(C=C(C=C1)C(F)(F)F)[N+](=O)[O-] (4-[N-methyl-N-(2-hydroxy-ethyl) amino]-3-nitrobenzotrifluoride). Reaction SMILES: [CH3:1][NH:2][CH2:3][CH2:4][OH:5].Cl[C:7]1[CH:12]=[CH:11][C:10]([C:13]([F:16])([F:15])[F:14])=[CH:9][C:8]=1[N+:17]([O-:19])=[O:18].[Cl-].[NH4+]>CN(C)C=O>[CH3:1][N:2]([C:7]1[CH:12]=[CH:11][C:10]([C:13]([F:16])([F:14])[F:15])=[CH:9][C:8]=1[N+:17]([O-:19])=[O:18])[CH2:3][CH2:4][OH:5] |f:2.3|. Procedure: 2-(Methylamino)ethanol (17.3 g, 231 mmol) was added dropwise to a solution of 4-chloro-3-nitrobenzotrifluoride (26.0 g, 115 mmol) in N,N-dimethylformamide (100 ml) at 0° C. After the reaction temperature was raised to room temperature, the reaction mixture was stirred at room temperature for 1 hour, poured into a saturated aqueous ammonium chloride solution, and then extracted twice with ethyl acetate. The organic layer was washed with a 5% aqueous sodium chloride solution and dried over anhydro... The reactants are N[C@@H]([C@H](OC(C)(C)C)C)C(=O)N[C@@H](C)C(=O)N[C@@H]([C@@H](C)CC)C(=O)NCC(=O)OC (H-Thr(tBu)-Ala-Ile-Gly-OMe), C1=CC=C(C=C1)COC(=O)N[C@@H](CCC(=O)N)C(=O)OC2=CC=C(C=C2)[N+](=O)[O-] (Z-Gln-ONP). Reaction SMILES: [NH2:1][C@H:2]([C:10]([NH:12][C@H:13]([C:15]([NH:17][C@H:18]([C:23]([NH:25][CH2:26][C:27]([O:29][CH3:30])=[O:28])=[O:24])[C@H:19]([CH2:21][CH3:22])[CH3:20])=[O:16])[CH3:14])=[O:11])[C@@H:3]([CH3:9])[O:4][C:5]([CH3:8])([CH3:7])[CH3:6].[CH:31]1[CH:36]=[CH:35][C:34]([CH2:37][O:38][C:39]([NH:41][C@H:42]([C:48](OC2C=CC([N+]([O-])=O)=CC=2)=[O:49])[CH2:43][CH2:44][C:45]([NH2:47])=[O:46])=[O:40])=[CH:33][CH:32]=1>CN(C)C=O.CCOCC>[NH:41]([C:39]([O:38][CH2:37][C:34]1[CH:35]=[CH:36][CH:31]=[CH:32][CH:33]=1)=[O:40])[C@H:42]([C:48]([NH:1][C@H:2]([C:10]([NH:12][C@H:13]([C:15]([NH:17][C@H:18]([C:23]([NH:25][CH2:26][C:27]([O:29][CH3:30])=[O:28])=[O:24])[C@H:19]([CH2:21][CH3:22])[CH3:20])=[O:16])[CH3:14])=[O:11])[C@@H:3]([CH3:9])[O:4][C:5]([CH3:6])([CH3:8])[CH3:7])=[O:49])[CH2:43][CH2:44][C:45](=[O:46])[NH2:47]. Reaction conditions: time 8 hour. Product: N([C@@H](CCC(N)=O)C(=O)N[C@@H]([C@H](OC(C)(C)C)C)C(=O)N[C@@H](C)C(=O)N[C@@H]([C@@H](C)CC)C(=O)NCC(=O)OC)C(=O)OCC1=CC=CC=C1 (Z-Gln-Thr(tBu)-Ala-Ile-Gly-OMe). Reported procedure: 4.6 g of the H-Thr(tBu)-Ala-Ile-Gly-OMe described under 28) in 30 ml of dimethylformamide, are mixed with 3.5 g of Z-Gln-ONP and stirred at room temperature until the mixture becomes solid. After allowing to stand overnight the mixture is diluted with ether and the precipitate is filtered off and washed with ether until free of nitrophenol. The protected pentapeptide shows Rf = 0.14 in the system chloroform-methanol (95:5) in a thin layer chromatogram on silica gel. Melting point: > 250° C. Solvent: CCOCC (ether), CN(C=O)C (dimethylformamide). Product: BrCC=1OC(OC1C)=O (4-(bromomethyl)-5-methyl-1,3-dioxol-2-one). Reported procedure: To 403 mg of 4-(chloromethyl)-5-methyl-1,3-dioxol-2-one and 525 mg of sodium bromide was added 0.8 ml of anhydrous N,N-dimethylformamide, followed by at room temperature for 1.5 hours. To the reaction solution was added 1.2 ml anhydrous acetone, the mixture was further stirred at room temperature for 1 hour, and then insolubles were removed by filtration. Insolubles were washed three times with 0.8 ml of anhydrous acetone, and the resulting pale yellow solution was used in the next reaction. Reaction conditions: time 1.5 hour. As a reaction SMILES: Cl[CH2:2][C:3]1[O:4][C:5](=[O:9])[O:6][C:7]=1[CH3:8].[Br-:10].[Na+].CN(C)C=O>CC(C)=O>[Br:10][CH2:2][C:3]1[O:4][C:5](=[O:9])[O:6][C:7]=1[CH3:8] |f:1.2|. The solvent is CC(=O)C (acetone). Reactants: ClCC=1OC(OC1C)=O (4-(chloromethyl)-5-methyl-1,3-dioxol-2-one), [Br-].[Na+] (sodium bromide), CN(C=O)C (N,N-dimethylformamide). Reactants: CC(O)C(C)Oc1nc(Cl)ncc1Br, CC#N, Cl, CCOC(=O)N=S(=O)(CC)c1ccc(N)cc1, C1COCCO1. Product: CCOC(=O)N=S(=O)(CC)c1ccc(Nc2ncc(Br)c(OC(C)C(C)O)n2)cc1. RXN SMILES: [Br:18][c:19]1[c:20]([O:26][CH:27]([CH:28]([CH3:29])[OH:30])[CH3:31])[n:21][c:22]([Cl:25])[n:23][cH:24]1.[CH3:33][C:34]#[N:35].[ClH:32].[NH2:1][c:2]1[cH:3][cH:4][c:5]([S:8](=[O:9])(=[N:10][C:11](=[O:12])[O:13][CH2:14][CH3:15])[CH2:16][CH3:17])[cH:6][cH:7]1.[O:36]1[CH2:37][CH2:38][O:39][CH2:40][CH2:41]1>>[NH:1]([c:2]1[cH:3][cH:4][c:5]([S:8](=[O:9])(=[N:10][C:11](=[O:12])[O:13][CH2:14][CH3:15])[CH2:16][CH3:17])[cH:6][cH:7]1)[c:22]1[n:21][c:20]([O:26][CH:27]([CH:28]([CH3:29])[OH:30])[CH3:31])[c:19]([Br:18])[cH:24][n:23]1. The reactants are S(=O)(=O)([O-])[O-].C(CCC)[N+](CCCC)(CCCC)CCCC.C(CCC)[N+](CCCC)(CCCC)CCCC (tetrabutylammonium sulfate), CCCCCC (hexane), OP(=O)(O)[O-].[K+].[OH-].[Na+] (potassium phosphate monobasic sodium hydroxide), RhCl3. Reaction conditions: time 14 day. Product: desired product, CCN(CC)C1=CC(=C(C=C1)N)C (CD-2). As a reaction SMILES: OP([O-])(O)=O.[K+].[OH-].[Na+].S([O-])([O-])(=O)=O.C([N+:18]([CH2:27][CH2:28]CC)([CH2:23][CH2:24]CC)[CH2:19][CH2:20][CH2:21][CH3:22])CCC.C([N+:35](CCCC)(CCCC)CCCC)CCC.[CH3:48][CH2:49][CH2:50]CCC>>[CH3:28][CH2:27][N:18]([C:19]1[CH:20]=[CH:21][C:22]([NH2:35])=[C:49]([CH3:50])[CH:48]=1)[CH2:23][CH3:24] |f:0.1.2.3,4.5.6|. Reported procedure: In a 500-mL Parr® hydrogenation vessel, Compound CD-1 (8.74 g, 38 mmol) was dissolved in hexane (20 mL) and aqueous pH 7.4 buffer (20 mL; Fisher Scientific: SB110-1; potassium phosphate monobasic-sodium hydroxide buffer, 0.05 M). RhCl3.xH20 (1.0 g, 3.8 mmol; Alfa Aesar) and tetrabutylammonium sulfate solution (4.4 mL, 50 wt % in H2O; 4.4 g, 3.8 mmol) were added sequentially. The biphasic mixture was shaken under hydrogen atmosphere (53 psi) for 14 days at rt. The reaction mixture was filtered th... Reactants: C(=O)(O)[O-].[Na+] (NaHCO3), C1CCOC1 (THF), Cl (HCl), O1CCOC12CCC(CC2)CCO (2-(1,4-Dioxaspiro[4.5]dec-8-yl)ethanol). The solvent is CC(=O)C (acetone). Reaction conditions: temperature 25 celsius, time 16 hour. The product is OCCC1CCC(CC1)=O (4-(2-Hydroxyethyl)cyclohexanone). As a reaction SMILES: [O:1]1[C:5]2([CH2:10][CH2:9][CH:8]([CH2:11][CH2:12][OH:13])[CH2:7][CH2:6]2)OCC1.C1COCC1.Cl.C([O-])(O)=O.[Na+]>CC(C)=O>[OH:13][CH2:12][CH2:11][CH:8]1[CH2:9][CH2:10][C:5](=[O:1])[CH2:6][CH2:7]1 |f:3.4|. Procedure: 2-(1,4-Dioxaspiro[4.5]dec-8-yl)ethanol (2.70 g, 0.0145 mol) was dissolved in acetone (10.00 mL) and THF (10.00 mL) and 6.00 M HCl (6.00 mL) was added. The reaction was stirred at 25° C. for 16 hours, neutralized with NaHCO3 solution and was then extracted with ethyl acetate. The organic extracts were washed with water, and with saturated NaCl, then dried (MgSO4) and concentrated in vacuo. The crude product was used in the next reaction without further purification. 1H NMR (CDCl3): 3.75 (m, 2H), ... Starting materials: CC(=O)Nc1c(I)c(NC(C)=O)c(I)c(C(=O)Cl)c1I, CCOC(=O)C(N)CC(C)C, Cl. Yields the product CCOC(=O)C(CC(C)C)NC(=O)c1c(I)c(NC(C)=O)c(I)c(NC(C)=O)c1I. As a reaction SMILES: [C:1]([CH3:2])(=[O:3])[NH:4][c:5]1[c:6]([I:20])[c:7]([C:8](=[O:9])[Cl:10])[c:11]([I:19])[c:12]([NH:15][C:16]([CH3:17])=[O:18])[c:13]1[I:14].[CH2:22]([CH3:23])[O:24][C:25]([CH:26]([NH2:27])[CH2:28][CH:29]([CH3:30])[CH3:31])=[O:32].[ClH:21]>>[C:1]([CH3:2])(=[O:3])[NH:4][c:5]1[c:6]([I:20])[c:7]([C:8](=[O:9])[NH:27][CH:26]([C:25]([O:24][CH2:22][CH3:23])=[O:32])[CH2:28][CH:29]([CH3:30])[CH3:31])[c:11]([I:19])[c:12]([NH:15][C:16]([CH3:17])=[O:18])[c:13]1[I:14].